Task: describe an organic reaction: reactants, conditions, products, and yield. Dataset: the Open Reaction Database (ORD), a public repository of structured organic reaction records Starting materials: Cl.COC([C@H](N)CO)=O (D-serine methyl ester hydrochloride), ClC(Cl)(OC(OC(Cl)(Cl)Cl)=O)Cl (triphosgene). Solvent: O1CCCC1 (tetrahydrofuran), O1CCCC1 (tetrahydrofuran). Conditions: temperature 80 celsius, time 2 hour. Yields the product O=C1OC[C@@H](N1)C(=O)OC (Methyl (4R)-2-oxo-1,3-oxazolidine-4-carboxylate). Reaction SMILES: Cl.[CH3:2][O:3][C:4](=[O:9])[C@@H:5]([CH2:7][OH:8])[NH2:6].Cl[C:11](Cl)([O:13]C(=O)OC(Cl)(Cl)Cl)Cl>O1CCCC1>[O:13]=[C:11]1[NH:6][C@@H:5]([C:4]([O:3][CH3:2])=[O:9])[CH2:7][O:8]1 |f:0.1|. Procedure details: To a suspension of D-serine methyl ester hydrochloride (25.0 g, 160.7 mmol) in tetrahydrofuran (150 mL), a solution of triphosgene (47.68 g, 160.7 mmol) in tetrahydrofuran (100 mL) was added at 0° C. and the mixture was stirred at 80° C. for 2 hours. The volatiles were evaporated under vacuum and the residue was subjected to flash column silica gel chromatography using 5% methanol in chloroform. Yield: 17.5 g (75%). 1H NMR (400 MHz, DMSO-d6) δ: 3.69 (s, 3H), 4.32-4.33 (m, 1H), 4.32-4.33 (m, 2H),... The product is C(C)OC(COC1=C(C=C(C=C1)[N+](=O)[O-])CCCOC)=O (2-(3-Methoxy-propyl)-4-nitro-phenoxy-acetic acid ethyl ester). As a reaction SMILES: [CH2:1]([O:3][C:4](=[O:18])[CH2:5][O:6][C:7]1[CH:12]=[CH:11][CH:10]=[CH:9][C:8]=1[CH2:13][CH2:14][CH2:15][O:16][CH3:17])[CH3:2].[N+:19]([O-])([OH:21])=[O:20]>C(OC(C(F)(F)F)=O)(C(F)(F)F)=O>[CH2:1]([O:3][C:4](=[O:18])[CH2:5][O:6][C:7]1[CH:12]=[CH:11][C:10]([N+:19]([O-:21])=[O:20])=[CH:9][C:8]=1[CH2:13][CH2:14][CH2:15][O:16][CH3:17])[CH3:2]. Starting materials: C(C)OC(COC1=C(C=CC=C1)CCCOC)=O ([2-(3-methoxy-propyl)-phenoxy]-acetic acid ethyl ester), [N+](=O)(O)[O-] (HNO3). Procedure details: 4.00 g (15.9 mmol) of the above prepared [2-(3-methoxy-propyl)-phenoxy]-acetic acid ethyl ester was dissolved in 5.0 ml of TFAA and added slowly and carefully via dropping funnel to a mixture of 5 ml of TFAA and 4 ml of conc. HNO3 (65%) kept at −10° C.; the reaction was then allowed to proceed for additional 30 Min. Careful quenching with ice, twofold extraction with AcOEt, washing with NaHCO3 and brine, drying over magnesium sulfate, and evaporation of the solvents left a crude product which wa... The solvent is C(=O)(C(F)(F)F)OC(=O)C(F)(F)F (TFAA), C(=O)(C(F)(F)F)OC(=O)C(F)(F)F (TFAA). The reactants are CO.C(C)(=O)OCC (methanol ethyl acetate), COC=1C=C(C(=O)N2CC(CC2)(CCOS(=O)(=O)C)C2=CC(=CC=C2)Cl)C=C(C1OC)OC (1-(3,4,5-trimethoxybenzoyl)-3-(3-chlorophenyl)-3-(2-methanesulfonyloxyethyl)pyrrolidine), I.C(C)OCCN1C(=NC2=C1C=CC=C2)N2CCNCCC2 (4-(1-(2-ethoxyethyl)-1H-benzimidazol-2-yl)[1,4]diazepane hydriodic acid salt), C(C)(C)N(C(C)C)CC (N,N-diisopropylethylamine). Run in C(C)#N (acetonitrile), C(C)(=O)OCC (ethyl acetate). Run at time 2 day. Product: COC=1C=C(C(=O)N2CC(CC2)(C2=CC(=CC=C2)Cl)CCN2CCN(CCC2)C2=NC3=C(N2CCOCC)C=CC=C3)C=C(C1OC)OC (1-(3,4,5-Trimethoxybenzoyl)-3-(2-(4-(1-(2-ethoxyethyl)-1H-benzimidazol-2-yl)[1,4]diazepan-1-yl)ethyl)-3-(3-chlorophenyl)pyrrolidine). RXN SMILES: [CH3:1][O:2][C:3]1[CH:4]=[C:5]([CH:27]=[C:28]([O:32][CH3:33])[C:29]=1[O:30][CH3:31])[C:6]([N:8]1[CH2:12][CH2:11][C:10]([C:20]2[CH:25]=[CH:24][CH:23]=[C:22]([Cl:26])[CH:21]=2)([CH2:13][CH2:14]OS(C)(=O)=O)[CH2:9]1)=[O:7].I.[CH2:35]([O:37][CH2:38][CH2:39][N:40]1[C:44]2[CH:45]=[CH:46][CH:47]=[CH:48][C:43]=2[N:42]=[C:41]1[N:49]1[CH2:55][CH2:54][CH2:53][NH:52][CH2:51][CH2:50]1)[CH3:36].C(N(CC)C(C)C)(C)C.CO.C(OCC)(=O)C>C(#N)C.C(OCC)(=O)C>[CH3:33][O:32][C:28]1[CH:27]=[C:5]([CH:4]=[C:3]([O:2][CH3:1])[C:29]=1[O:30][CH3:31])[C:6]([N:8]1[CH2:12][CH2:11][C:10]([CH2:13][CH2:14][N:52]2[CH2:53][CH2:54][CH2:55][N:49]([C:41]3[N:40]([CH2:39][CH2:38][O:37][CH2:35][CH3:36])[C:44]4[CH:45]=[CH:46][CH:47]=[CH:48][C:43]=4[N:42]=3)[CH2:50][CH2:51]2)([C:20]2[CH:25]=[CH:24][CH:23]=[C:22]([Cl:26])[CH:21]=2)[CH2:9]1)=[O:7] |f:1.2,4.5|. Procedure details: Combine 1-(3,4,5-trimethoxybenzoyl)-3-(3-chlorophenyl)-3-(2-methanesulfonyloxyethyl)pyrrolidine (0.82 g, 1.65 mmol), 4-(1-(2-ethoxyethyl)-1H-benzimidazol-2-yl)[1,4]diazepane hydriodic acid salt (1.04 g, 1.91 mmol), and N,N-diisopropylethylamine (1.3 mL, 7.43 mmol) in acetonitrile (50 mL). Heat to reflux. After 2 days, cool and dilute the reaction mixture with ethyl acetate (300 mL). Extract with a saturated aqueous sodium bicarbonate solution and then brine. Dry over Na2SO4, filter, and evaporat... Starting materials: N(=O)[O-].[Na+] (sodium nitrite), NC1=NC=C(C=C1)OC(C(F)Cl)(F)F (2-amino-5-(2-chloro-1,1,2-trifluoroethoxy)pyridine), Cl (HCl), [OH-].[K+] (KOH). The solvent is O (water). Conditions: temperature 50 celsius, time 1 hour. Product: ClC1=NC=C(C=C1)OC(C(F)Cl)(F)F (2-chloro-5-(2-chloro-1,1,2-trifluoroethoxy)pyridine). Isolated yield 53.0%. As a reaction SMILES: N([O-])=O.[Na+].N[C:6]1[CH:11]=[CH:10][C:9]([O:12][C:13]([F:18])([F:17])[CH:14]([Cl:16])[F:15])=[CH:8][N:7]=1.[OH-].[K+].[ClH:21]>O>[Cl:21][C:6]1[CH:11]=[CH:10][C:9]([O:12][C:13]([F:18])([F:17])[CH:14]([Cl:16])[F:15])=[CH:8][N:7]=1 |f:0.1,3.4|. Procedure details: A solution of 7.59 g (0.11 mol) of sodium nitrite in 15 ml of water was added dropwise with stirring to a solution of 22.6 g (0.1 mol) of 2-amino-5-(2-chloro-1,1,2-trifluoroethoxy)pyridine in 100 ml of concentrated HCl at 0° C. The mixture was stirred for one hour at 50° C., the pH was adjusted to 6.5 using 2N KOH, and the product was extracted three times with 100 ml of dichloromethane in each case. After drying over sodium sulfate and removal of the solvent by evaporation on a rotary evaporato... Reactants: CCC(CC)NC(=O)C1=CC2(CCNCC2)C2=CC=CC=C12 (N-(pentan-3-yl)spiro[indene-1,4′-piperidine]-3-carboxamide), [C@@H]12C(C[C@@H](CC1)C2)=O ((1R,4S)-bicyclo[2.2.1]heptan-2-one), C(C)(=O)O[BH-](OC(C)=O)OC(C)=O.[Na+] (Sodium triacetoxyborohydride). The reagents and catalysts are CC([O-])C.[Ti+4].CC([O-])C.CC([O-])C.CC([O-])C (titanium (IV) isopropoxide). Run in ClC(C)Cl (dichloroethane). Run at time 1 hour. Product: C12C(CC(CC1)C2)N2CCC1(CC2)C=C(C2=CC=CC=C21)C(=O)NC(CC)CC (1′-(bicyclo[2.2.1]heptan-2-yl)-N-(pentan-3-yl)spiro[indene-1,4′-piperidine]-3-carboxamide). As a reaction SMILES: [CH3:1][CH2:2][CH:3]([NH:6][C:7]([C:9]1[C:22]2[C:17](=[CH:18][CH:19]=[CH:20][CH:21]=2)[C:11]2([CH2:16][CH2:15][NH:14][CH2:13][CH2:12]2)[CH:10]=1)=[O:8])[CH2:4][CH3:5].[C@H:23]12[CH2:29][C@H:26]([CH2:27][CH2:28]1)[CH2:25][C:24]2=O.C(O[BH-](OC(=O)C)OC(=O)C)(=O)C.[Na+]>ClC(Cl)C.CC(C)[O-].[Ti+4].CC(C)[O-].CC(C)[O-].CC(C)[O-]>[CH:23]12[CH2:29][CH:26]([CH2:27][CH2:28]1)[CH2:25][CH:24]2[N:14]1[CH2:13][CH2:12][C:11]2([C:17]3[C:22](=[CH:21][CH:20]=[CH:19][CH:18]=3)[C:9]([C:7]([NH:6][CH:3]([CH2:2][CH3:1])[CH2:4][CH3:5])=[O:8])=[CH:10]2)[CH2:16][CH2:15]1 |f:2.3,5.6.7.8.9|. Procedure details: A mixture of (F2) (0.020 g, 0.05 mmol), titanium (IV) isopropoxide (0.045 mL, 0.15 mmol) and (1R,4S)-bicyclo[2.2.1]heptan-2-one (3 eq) was stirred at room temperature for 18 h in dichloroethane (0.5 mL). Sodium triacetoxyborohydride (0.011 g, 0.050 mmol) was added and the mixture stirred at room temperature for 1 h. The solvent was evaporated and 6N NaOH (0.5 mL) and methanol (1 mL) was added and then triturated to give a white solid that was washed with methanol (1 mL) and EtOAc (1 mL). The fil...